Dataset: the Open Reaction Database (ORD), a public repository of structured organic reaction records. Task: describe an organic reaction: reactants, conditions, products, and yield Starting materials: Cc1ccc(-c2nc3ccccc3o2)cc1O[Si](C)(C)C(C)(C)C, O=C(OOC(=O)c1ccccc1)c1ccccc1, ClC(Cl)(Cl)Cl, O=C1CCC(=O)N1Br. Product: CC(C)(C)[Si](C)(C)Oc1cc(-c2nc3ccccc3o2)ccc1CBr. As a reaction SMILES: [C:1]([CH3:2])([CH3:3])([CH3:4])[Si:5]([O:6][c:7]1[cH:8][c:9](-[c:14]2[o:15][c:16]3[c:17]([n:18]2)[cH:19][cH:20][cH:21][cH:22]3)[cH:10][cH:11][c:12]1[CH3:13])([CH3:23])[CH3:24].[C:33]([O:34][O:35][C:36](=[O:37])[c:38]1[cH:39][cH:40][cH:41][cH:42][cH:43]1)(=[O:44])[c:45]1[cH:46][cH:47][cH:48][cH:49][cH:50]1.[Cl:51][C:52]([Cl:53])([Cl:54])[Cl:55].[O:25]=[C:26]1[N:27]([Br:32])[C:28](=[O:29])[CH2:30][CH2:31]1>>[C:1]([CH3:2])([CH3:3])([CH3:4])[Si:5]([O:6][c:7]1[cH:8][c:9](-[c:14]2[o:15][c:16]3[c:17]([n:18]2)[cH:19][cH:20][cH:21][cH:22]3)[cH:10][cH:11][c:12]1[CH2:13][Br:32])([CH3:23])[CH3:24]. Reactants: [N+](=O)([O-])C=C1NCCN1 (2-(nitromethylene)imidazolidine), Cl\C=C\CCl (trans-1,3-dichloro-1-propene). Yields the product Cl/C=C/CN1C(NCC1)=C[N+](=O)[O-] (1-((E)-3-chloro-2-propenyl)-2-(nitromethylene)imidazolidine). Reaction SMILES: [N+:1]([CH:4]=[C:5]1[NH:9][CH2:8][CH2:7][NH:6]1)([O-:3])=[O:2].[Cl:10]/[CH:11]=[CH:12]/[CH2:13]Cl>>[Cl:10]/[CH:11]=[CH:12]/[CH2:13][N:6]1[CH2:7][CH2:8][NH:9][C:5]1=[CH:4][N+:1]([O-:3])=[O:2]. Procedure details: Method B, reacting 2-(nitromethylene)imidazolidine with trans-1,3-dichloro-1-propene. Melting point: 134°-135°C. Starting materials: CI, CS(C)=O, [K+], [OH-], OCc1ccc2occc2c1. Product: COCc1ccc2occc2c1. Reaction SMILES: [CH3:14][I:15].[CH3:16][S:17]([CH3:18])=[O:19].[K+:2].[OH-:1].[OH:3][CH2:4][c:5]1[cH:6][c:7]2[c:8]([o:9][cH:10][cH:11]2)[cH:12][cH:13]1>>[O:3]([CH2:4][c:5]1[cH:6][c:7]2[c:8]([o:9][cH:10][cH:11]2)[cH:12][cH:13]1)[CH3:14].